From a dataset of the Open Reaction Database (ORD), a public repository of structured organic reaction records. describe an organic reaction: reactants, conditions, products, and yield Starting materials: COC(=O)C=1SC(=CC1N=CN(C)C)CO[Si](C1=CC=CC=C1)(C1=CC=CC=C1)C(C)(C)C (5-(tert-Butyldiphenylsilanyloxymethyl)-3-(dimethylaminomethyleneamino)thiophene-2-carboxylic acid methyl ester), CN(CCOC1=CC=C(C=C1)N)C (4-(2-dimethylaminoethoxy)phenylamine). The solvent is C(C)(C)O (isopropanol). Yields the product [Si](C1=CC=CC=C1)(C1=CC=CC=C1)(C(C)(C)C)OCC1=CC=2N=CN(C(C2S1)=O)C1=CC=C(C=C1)OCCN(C)C (6-(tert-Butyldiphenylsilanyloxymethyl)-3-[4-(2-dimethylaminoethoxy)phenyl]-3H-thieno[3,2-d]pyrimidin-4-one). As a reaction SMILES: CO[C:3]([C:5]1[S:6][C:7]([CH2:15][O:16][Si:17]([C:30]([CH3:33])([CH3:32])[CH3:31])([C:24]2[CH:29]=[CH:28][CH:27]=[CH:26][CH:25]=2)[C:18]2[CH:23]=[CH:22][CH:21]=[CH:20][CH:19]=2)=[CH:8][C:9]=1[N:10]=[CH:11]N(C)C)=[O:4].[CH3:34][N:35]([CH3:46])[CH2:36][CH2:37][O:38][C:39]1[CH:44]=[CH:43][C:42]([NH2:45])=[CH:41][CH:40]=1>C(O)(C)C>[Si:17]([O:16][CH2:15][C:7]1[S:6][C:5]2[C:3](=[O:4])[N:45]([C:42]3[CH:41]=[CH:40][C:39]([O:38][CH2:37][CH2:36][N:35]([CH3:46])[CH3:34])=[CH:44][CH:43]=3)[CH:11]=[N:10][C:9]=2[CH:8]=1)([C:30]([CH3:32])([CH3:33])[CH3:31])([C:18]1[CH:19]=[CH:20][CH:21]=[CH:22][CH:23]=1)[C:24]1[CH:29]=[CH:28][CH:27]=[CH:26][CH:25]=1. Reported procedure: 5-(tert-Butyldiphenylsilanyloxymethyl)-3-(dimethylaminomethyleneamino)thiophene-2-carboxylic acid methyl ester was reacted with 4-(2-dimethylaminoethoxy)phenylamine by method A with addition of isopropanol in addition. The product with the molecular weight of 583.83 (C33H37N3OSSi) was obtained in this way; MS (ESI): 584 (M+H+). Starting materials: C1N(C[C@@H]2CCCC[C@H]12)C(=O)C\C(\C(=O)O)=C/C1=CC=C(C=C1)C ((E)-3-(cis-hexahydro-2-isoindolinylcarbonyl)-2-(4-methylbenzylidene)propionic acid). Reagents/catalysts: [Pd] (Pd-C). The solvent is C(C)O (ethanol). Reaction conditions: time 16 hour. Product: C1N(C[C@@H]2CCCC[C@H]12)C(=O)CC(C(=O)O)CC1=CC=C(C=C1)C (3-(cis-hexahydro-2-isoindolinylcarbonyl)-2-(4-methylbenzyl)propionic acid). Isolated yield 87.5%. Reaction SMILES: [CH2:1]1[C@@H:9]2[C@@H:4]([CH2:5][CH2:6][CH2:7][CH2:8]2)[CH2:3][N:2]1[C:10]([CH2:12]/[C:13](=[CH:17]\[C:18]1[CH:23]=[CH:22][C:21]([CH3:24])=[CH:20][CH:19]=1)/[C:14]([OH:16])=[O:15])=[O:11]>C(O)C.[Pd]>[CH2:1]1[C@@H:9]2[C@@H:4]([CH2:5][CH2:6][CH2:7][CH2:8]2)[CH2:3][N:2]1[C:10]([CH2:12][CH:13]([CH2:17][C:18]1[CH:19]=[CH:20][C:21]([CH3:24])=[CH:22][CH:23]=1)[C:14]([OH:16])=[O:15])=[O:11]. Procedure details: To a suspension of (E)-3-(cis-hexahydro-2-isoindolinylcarbonyl)-2-(4-methylbenzylidene)propionic acid (250 mg) in ethanol (10 ml) was added 10% Pd-C (20 mg) and the mixture was hydrogenated at room temperature and atmospheric pressure for 16 hours. After the catalyst was filtered off, the solvent was evaporated under reduced pressure and the residue was crystallized from diethyl ether to give 220 mg of 3-(cis-hexahydro-2-isoindolinylcarbonyl)-2-(4-methylbenzyl)propionic acid. The reactants are ClC1=C2C(=NC=C1C(C1=CC=C(C=C1)C(F)(F)F)=O)N(N=C2)CC (4-Chloro-1-ethyl-5-(4-trifluoromethylbenzoyl)-1H-pyrazolo[3,4-b]pyridine), Cl.NO (hydroxylamine hydrochloride), O.C1(=CC=C(C=C1)S(=O)(=O)O)C (p-toluenesulfonic acid monohydrate), O (water). Solvent: C(C)(=O)O (acetic acid). Product: C(C)N1N=CC2=C1N=CC=1C2=NOC1C1=CC=C(C=C1)C(F)(F)F (6-Ethyl-3-(4-trifluoromethylphenyl)-6H-isoxazolo[3,4-d]pyrazolo[3,4-b]pyridine). Reaction SMILES: Cl[C:2]1[C:7]([C:8](=[O:19])[C:9]2[CH:14]=[CH:13][C:12]([C:15]([F:18])([F:17])[F:16])=[CH:11][CH:10]=2)=[CH:6][N:5]=[C:4]2[N:20]([CH2:23][CH3:24])[N:21]=[CH:22][C:3]=12.Cl.[NH2:26]O.O.C1(C)C=CC(S(O)(=O)=O)=CC=1.O>C(O)(=O)C>[CH2:23]([N:20]1[C:4]2[N:5]=[CH:6][C:7]3[C:2](=[N:26][O:19][C:8]=3[C:9]3[CH:10]=[CH:11][C:12]([C:15]([F:17])([F:18])[F:16])=[CH:13][CH:14]=3)[C:3]=2[CH:22]=[N:21]1)[CH3:24] |f:1.2,3.4|. Reported procedure: 4-Chloro-1-ethyl-5-(4-trifluoromethylbenzoyl)-1H-pyrazolo[3,4-b]pyridine (3.10 g) was refluxed for 2 hours in 300 ml of acetic acid containing 9 g of hydroxylamine hydrochloride and 0.6 g of p-toluenesulfonic acid monohydrate. At the end of this time the reaction mixture was poured into water and extracted with dichloromethane. The organic phase was washed well with water, dried, evaporated, and purified by chromatography over 230-400 mesh silica gel (10% ethyl acetate/dichloromethane). In this ... Starting materials: C(C#C)N1CCCCC1 (1-(prop-2-ynyl)piperidine), FC=1C=C(N)C=CC1OC1=C2C(=NC=C1)C=C(S2)I (3-fluoro-4-(2-iodothieno[3,2-b]pyridin-7-yloxy)aniline). Conditions: temperature 50 celsius. Yields the product FC=1C=C(C=CC1OC1=C2C(=NC=C1)C=C(S2)C#CCN2CCCCC2)N (3-fluoro-4-(2-(3-(piperidin-1-yl)prop-1-ynyl)thieno[3,2-b]pyridin-7-yloxy)benzenamine). The yield is 82.7%. Reaction SMILES: [CH2:1]([N:4]1[CH2:9][CH2:8][CH2:7][CH2:6][CH2:5]1)[C:2]#[CH:3].[F:10][C:11]1[CH:12]=[C:13]([CH:15]=[CH:16][C:17]=1[O:18][C:19]1[CH:24]=[CH:23][N:22]=[C:21]2[CH:25]=[C:26](I)[S:27][C:20]=12)[NH2:14]>>[F:10][C:11]1[CH:12]=[C:13]([NH2:14])[CH:15]=[CH:16][C:17]=1[O:18][C:19]1[CH:24]=[CH:23][N:22]=[C:21]2[CH:25]=[C:26]([C:3]#[C:2][CH2:1][N:4]3[CH2:9][CH2:8][CH2:7][CH2:6][CH2:5]3)[S:27][C:20]=12. Reported procedure: Prepared from 1-(prop-2-ynyl)piperidine (24 mg, 0.19 mmol) and 3-fluoro-4-(2-iodothieno[3,2-b]pyridin-7-yloxy)benzenamine (Example 6, Step A; 50 mg, 0.13 mmol) according to the procedure described for Example 6, Step B, except the reaction was heated at 50° C. for 5 hours. The crude was purified by preparative TLC [5% MeOH (containing 7N NH3) in CHCl3]. The product was obtained as a waxy solid (41 mg, 71%). 1H NMR (400 MHz, CDCl3) δ 8.47 (d, J=6 Hz, 1H), 7.58 (s, 1H), 7.03 (t, J=9 Hz, 1H), 6.52 ... Starting materials: NCC1=CC=CC2=CC=CC=C12 (1-(aminomethyl)-naphthalene), COC(=O)C=1SC(=CC1)C(=O)O (Thiophene-2,5-dicarboxylic acid monomethyl ester), CN1CCOCC1 (N-methylmorpholine), ClC(=O)OCC(C)C (isobutyl chloroformate). Run in C(Cl)Cl (CH2Cl2), C(Cl)Cl (CH2Cl2). Run at time 10 minute. The product is COC(=O)C=1SC(=CC1)C(NCC1=CC=CC2=CC=CC=C12)=O (5-[(naphtalen-1-ylmethyl)-carbamoyl]-thiophene-2-carboxylic acid methyl ester). RXN SMILES: [CH3:1][O:2][C:3]([C:5]1[S:6][C:7]([C:10]([OH:12])=O)=[CH:8][CH:9]=1)=[O:4].CN1CCOCC1.ClC(OCC(C)C)=O.[NH2:28][CH2:29][C:30]1[C:39]2[C:34](=[CH:35][CH:36]=[CH:37][CH:38]=2)[CH:33]=[CH:32][CH:31]=1>C(Cl)Cl>[CH3:1][O:2][C:3]([C:5]1[S:6][C:7]([C:10](=[O:12])[NH:28][CH2:29][C:30]2[C:39]3[C:34](=[CH:35][CH:36]=[CH:37][CH:38]=3)[CH:33]=[CH:32][CH:31]=2)=[CH:8][CH:9]=1)=[O:4]. Procedure: 1.9 g Thiophene-2,5-dicarboxylic acid monomethyl ester and 1.2 mL N-methylmorpholine is dissolved in 20 mL of CH2Cl2 at −10° C. To this solution is added 1.5 mL isobutyl chloroformate. After 10 min of stirring, 1.7 mL 1-(aminomethyl)-naphthalene in 5 mL of CH2Cl2 is added. The cooling bath is removed and the reaction mixture is allowed to reach rt. After 90 min, 10 mL of water and 10 mL 2N HCl are added. The phases are separated, and the organic phase is washed with water. After evaporation of t... Reactants: BrC1=C(C=C(C=C1)OC)Cl (1-bromo-2-chloro-4-methoxybenzene), O (water), CC1(OB(OC1(C)C)C1=C(C(=O)OCC)C=CC=C1)C (ethyl 2-(4,4,5,5-tetramethyl[1,3,2]dioxaborolan-2-yl)benzoate), O (water), C(O)([O-])=O.[Na+] (sodium hydrogen carbonate). The reagents and catalysts are CC1(OB(OC1(C)C)C1=C(C(=O)OCC)C=CC=C1)C (ethyl 2-(4,4,5,5-tetramethyl[1,3,2]dioxaborolan-2-yl)benzoate), Cl[Pd]([P](C1=CC=CC=C1)(C2=CC=CC=C2)C3=CC=CC=C3)([P](C4=CC=CC=C4)(C5=CC=CC=C5)C6=CC=CC=C6)Cl (dichlorobis(triphenylphosphine)palladium(II)). Solvent: C1(=CC=CC=C1)C (toluene), C1(=CC=CC=C1)C (toluene). Reaction conditions: temperature 120 celsius, time 7 hour. Yields the product ClC1=C(C=CC(=C1)OC)C=1C(=CC=CC1)C(=O)OCC (Ethyl 2′-chloro-4′-methoxybiphenyl-2-carboxylate). Yield: 116.4%. RXN SMILES: Br[C:2]1[CH:7]=[CH:6][C:5]([O:8][CH3:9])=[CH:4][C:3]=1[Cl:10].CC1(C)C(C)(C)OB([C:19]2[CH:29]=[CH:28][CH:27]=[CH:26][C:20]=2[C:21]([O:23][CH2:24][CH3:25])=[O:22])O1.O.C(=O)([O-])O.[Na+]>C1(C)C=CC=CC=1.Cl[Pd](Cl)([P](C1C=CC=CC=1)(C1C=CC=CC=1)C1C=CC=CC=1)[P](C1C=CC=CC=1)(C1C=CC=CC=1)C1C=CC=CC=1.CC1(C)C(C)(C)OB(C2C=CC=CC=2C(OCC)=O)O1>[Cl:10][C:3]1[CH:4]=[C:5]([O:8][CH3:9])[CH:6]=[CH:7][C:2]=1[C:19]1[C:20]([C:21]([O:23][CH2:24][CH3:25])=[O:22])=[CH:26][CH:27]=[CH:28][CH:29]=1 |f:3.4,^1:46,65|. Procedure details: Under an argon atmosphere, 1-bromo-2-chloro-4-methoxybenzene (44.3 g) was dissolved in toluene (220 ml), ethyl 2-(4,4,5,5-tetramethyl[1,3,2]dioxaborolan-2-yl)benzoate (60.8 g), water (132 ml), sodium hydrogen carbonate (33.6 g) and dichlorobis(triphenylphosphine)palladium(II) (2.8 g) were added, and the mixture was stirred at an oil bath temperature of 120° C. for 7 hr. To the reaction mixture was added ethyl 2-(4,4,5,5-tetramethyl[1,3,2]dioxaborolan-2-yl)benzoate (5.2 g), and the mixture was fu... Starting materials: C(C)(C)(C)OC(N(C(C(=O)O)OC(C)(C)C)CCSCC)C(=O)O (N,N-bis-(tert-butoxycarboxy-methyl)-S-ethyl-2-mercaptoethylamine), Cl (hydrochloric acid). Run in O1CCCC1 (tetrahydrofuran). Reaction conditions: time 1 hour. Product: Cl.OC(N(C(C(=O)O)O)CCSCC)C(=O)O (N,N-Bis-(hydroxycarboxy-methyl)-S-ethyl-2-mercaptoethylamine-hydrochloride). As a reaction SMILES: C([O:5][CH:6]([C:22]([OH:24])=[O:23])[N:7]([CH2:17][CH2:18][S:19][CH2:20][CH3:21])[CH:8]([O:12]C(C)(C)C)[C:9]([OH:11])=[O:10])(C)(C)C.[ClH:25]>O1CCCC1>[ClH:25].[OH:5][CH:6]([C:22]([OH:24])=[O:23])[N:7]([CH2:17][CH2:18][S:19][CH2:20][CH3:21])[CH:8]([OH:12])[C:9]([OH:11])=[O:10] |f:3.4|. Procedure: 1.67 g (5 mmol) of N,N-bis-(tert-butoxycarboxy-methyl)-S-ethyl-2-mercaptoethylamine is dissolved in 12 ml of tetrahydrofuran and mixed with 6 ml of concentrated hydrochloric acid. The resulting reaction mixture is stirred for 1 hour at room temperature and concentrated by evaporation in a vacuum. The residue is pulverized with 10 ml of absolute diethyl ether. Then, the product is filtered off and dried in a medium-high vacuum. The product is COC(=O)Cc1ccc(OC)c(Oc2ccc(Br)cc2CN2C(=O)OC(c3cc(F)cc(F)c3)C2C)c1. The reactants are COC(=O)Cc1ccc(OC)c(Oc2ccc(Br)cc2CBr)c1, CC1NC(=O)OC1c1cc(F)cc(F)c1. As a reaction SMILES: [CH3:1][O:2][C:3]([CH2:4][c:5]1[cH:6][c:7]([O:13][c:14]2[c:15]([CH2:21][Br:22])[cH:16][c:17]([Br:20])[cH:18][cH:19]2)[c:8]([O:11][CH3:12])[cH:9][cH:10]1)=[O:23].[F:24][c:25]1[cH:26][c:27]([CH:32]2[CH:33]([CH3:38])[NH:34][C:35](=[O:37])[O:36]2)[cH:28][c:29]([F:31])[cH:30]1>>[CH3:1][O:2][C:3]([CH2:4][c:5]1[cH:6][c:7]([O:13][c:14]2[c:15]([CH2:21][N:34]3[CH:33]([CH3:38])[CH:32]([c:27]4[cH:26][c:25]([F:24])[cH:30][c:29]([F:31])[cH:28]4)[O:36][C:35]3=[O:37])[cH:16][c:17]([Br:20])[cH:18][cH:19]2)[c:8]([O:11][CH3:12])[cH:9][cH:10]1)=[O:23]. Starting materials: 1-[(5-Methoxy-Methoxy)-3-Pyridyl]-Homopiperazine Fumaric Acid Salt, ClC=1C=NC=C(C1)OCOC (3-chloro-5-methoxymethoxypyridine), N1CCNCCC1 (homopiperazine), CC(C)([O-])C.[K+] (potassium tert-butoxide), [OH-].[Na+] (Sodium hydroxide). Solvent: COCCOC (1,2-dimethoxyethane). The product is N (ammonia), CN1CCN(CCC1)C=1C=NC=CC1 (4-Methyl-1-(3-Pyridyl)-Homopiperazine). Reaction SMILES: Cl[C:2]1[CH:3]=[N:4][CH:5]=[C:6](OCOC)[CH:7]=1.[NH:12]1[CH2:18][CH2:17][CH2:16][NH:15][CH2:14][CH2:13]1.[CH3:19]C(C)([O-])C.[K+].[OH-].[Na+]>COCCOC>[NH3:4].[CH3:19][N:12]1[CH2:18][CH2:17][CH2:16][N:15]([C:2]2[CH:3]=[N:4][CH:5]=[CH:6][CH:7]=2)[CH2:14][CH2:13]1 |f:2.3,4.5|. Reported procedure: A solution of 1-(3-pyridyl)-homopiperazine (0.42 g, 2.4 mmol), formic acid (3.3 g, 71.7 mmol), formaldehyde (2.1 g, 37%) and water (10 ml) was stirred at reflux for 15 hours. The mixture was evaporated and sodium hydroxide (15 ml, 4 M) was added and the product was extracted two times with ethyl acetate (15 ml). The product was obtained as an oil. Yield 0.46 g, 100%. 3,5-Bis-(N,N′-Homopiperazinyl)-Pyridine Fumaric Acid Salt (Compound 2A2) Was prepared according to method A from 1-[5-(1-(4-tert- ... Yield: 80.3%. Procedure: A mixture of 1-benzenesulfonyl-5-bromoindole (1.34 g, 4 mmol), 4-benzyl-1-(3-butynyl)-piperidine (908 mg, 4 mmol) and tetrakis(triphenylphosphine)palladium (0) (600 mg) is stirred in pyrrolidine (50 mL) at 50° C. under N2 overnight. Most of the pyrrolidine is evaporated and the residue purified by medium-pressure column chromatography on silica gel eluting with 50% increasing to 100% EtOAc/hexanes to give the title compound as a pale yellow oil (1.55 g) The reagents and catalysts are C=1C=CC(=CC1)[P](C=2C=CC=CC2)(C=3C=CC=CC3)[Pd]([P](C=4C=CC=CC4)(C=5C=CC=CC5)C=6C=CC=CC6)([P](C=7C=CC=CC7)(C=8C=CC=CC8)C=9C=CC=CC9)[P](C=1C=CC=CC1)(C=1C=CC=CC1)C=1C=CC=CC1 (tetrakis(triphenylphosphine)palladium). As a reaction SMILES: [C:1]1([S:7]([N:10]2[C:18]3[C:13](=[CH:14][C:15](Br)=[CH:16][CH:17]=3)[CH:12]=[CH:11]2)(=[O:9])=[O:8])[CH:6]=[CH:5][CH:4]=[CH:3][CH:2]=1.[CH2:20]([CH:27]1[CH2:32][CH2:31][N:30]([CH2:33][CH2:34][C:35]#[CH:36])[CH2:29][CH2:28]1)[C:21]1[CH:26]=[CH:25][CH:24]=[CH:23][CH:22]=1>N1CCCC1.C1C=CC([P]([Pd]([P](C2C=CC=CC=2)(C2C=CC=CC=2)C2C=CC=CC=2)([P](C2C=CC=CC=2)(C2C=CC=CC=2)C2C=CC=CC=2)[P](C2C=CC=CC=2)(C2C=CC=CC=2)C2C=CC=CC=2)(C2C=CC=CC=2)C2C=CC=CC=2)=CC=1>[C:1]1([S:7]([N:10]2[C:18]3[C:13](=[CH:14][C:15]([C:36]#[C:35][CH2:34][CH2:33][N:30]4[CH2:29][CH2:28][CH:27]([CH2:20][C:21]5[CH:22]=[CH:23][CH:24]=[CH:25][CH:26]=5)[CH2:32][CH2:31]4)=[CH:16][CH:17]=3)[CH:12]=[CH:11]2)(=[O:9])=[O:8])[CH:6]=[CH:5][CH:4]=[CH:3][CH:2]=1 |^1:45,47,66,85|. The reactants are C1(=CC=CC=C1)S(=O)(=O)N1C=CC2=CC(=CC=C12)Br (1-benzenesulfonyl-5-bromoindole), C(C1=CC=CC=C1)C1CCN(CC1)CCC#C (4-benzyl-1-(3-butynyl)-piperidine). Run in N1CCCC1 (pyrrolidine). The product is C1(=CC=CC=C1)S(=O)(=O)N1C=CC2=CC(=CC=C12)C#CCCN1CCC(CC1)CC1=CC=CC=C1 (1-Benzenesulfonyl-5-[4-(4-benzyl-piperidin-1-yl)-but-1-ynyl]-1H-indole).